Dataset: the Open Reaction Database (ORD), a public repository of structured organic reaction records. Task: describe an organic reaction: reactants, conditions, products, and yield Reactants: CC#Cc1ccc(N)cc1, C(=NC1CCCCC1)=NC1CCCCC1, ClCCl, C#CC(=O)O. Yields the product C#CC(=O)Nc1ccc(C#CC)cc1. As a reaction SMILES: [C:21](#[C:22][CH3:23])[c:24]1[cH:25][cH:26][c:27]([NH2:30])[cH:28][cH:29]1.[CH:1]1([N:2]=[C:3]=[N:4][CH:5]2[CH2:6][CH2:7][CH2:8][CH2:9][CH2:10]2)[CH2:11][CH2:12][CH2:13][CH2:14][CH2:15]1.[Cl:31][CH2:32][Cl:33].[OH:16][C:17](=[O:18])[C:19]#[CH:20]>>[O:16]=[C:17]([C:19]#[CH:20])[NH:30][c:27]1[cH:26][cH:25][c:24]([C:21]#[C:22][CH3:23])[cH:29][cH:28]1. Reactants: S(=O)(Cl)Cl (thionyl chloride), OCC1=CN(C2=CC(=CC=C2C1=O)C(F)(F)F)C (3-hydroxymethyl-1-methyl-7-trifluoromethyl-4-quinolone). Run in ClCCl (dichloromethane), ClCCl (dichloromethane). Yields the product Cl.ClCC1=CN(C2=CC(=CC=C2C1=O)C(F)(F)F)C (3-chloromethyl-1-methyl-7-trifluoromethyl-4-quinolone hydrochloride). RXN SMILES: S(Cl)([Cl:3])=O.O[CH2:6][C:7]1[C:16](=[O:17])[C:15]2[C:10](=[CH:11][C:12]([C:18]([F:21])([F:20])[F:19])=[CH:13][CH:14]=2)[N:9]([CH3:22])[CH:8]=1>ClCCl>[ClH:3].[Cl:3][CH2:6][C:7]1[C:16](=[O:17])[C:15]2[C:10](=[CH:11][C:12]([C:18]([F:21])([F:20])[F:19])=[CH:13][CH:14]=2)[N:9]([CH3:22])[CH:8]=1 |f:3.4|. Procedure details: A solution of thionyl chloride (2.32 g.) in dichloromethane (100 ml.) was added during 1.5 hours to a refluxing suspension of finely ground 3-hydroxymethyl-1-methyl-7-trifluoromethyl-4-quinolone (5.0 g.) in dichloromethane (200 ml). The solution was boiled under reflux for a further 0.5 hours then evaporated to dryness under reduced pressure to give the novel 3-chloromethyl-1-methyl-7-trifluoromethyl-4-quinolone hydrochloride, m.p. 182°-189°. Reactants: C(C)OC(=O)C=1C(=NN(C1C)C1=CC(=CC=C1)[N+](=O)[O-])C (3,5-dimethyl-1-(3-nitrophenyl)-1H-pyrazole-4-carboxylic acid ethyl ester), [H][H] (hydrogen). Reagents/catalysts: [Pd] (Pd/C). The solvent is C(C)O (ethanol). The product is C(C)OC(=O)C=1C(=NN(C1C)C1=CC(=CC=C1)N)C (1-(3-aminophenyl)-3,5-dimethyl-1H-pyrazole-4-carboxylic acid ethyl ester). As a reaction SMILES: [CH2:1]([O:3][C:4]([C:6]1[C:7]([CH3:21])=[N:8][N:9]([C:12]2[CH:17]=[CH:16][CH:15]=[C:14]([N+:18]([O-])=O)[CH:13]=2)[C:10]=1[CH3:11])=[O:5])[CH3:2].[H][H]>C(O)C.[Pd]>[CH2:1]([O:3][C:4]([C:6]1[C:7]([CH3:21])=[N:8][N:9]([C:12]2[CH:17]=[CH:16][CH:15]=[C:14]([NH2:18])[CH:13]=2)[C:10]=1[CH3:11])=[O:5])[CH3:2]. Procedure: The compound of Example 2 (1.8 g) was dissolved in ethanol then 0.2 g 5% Pd/C was added to the solution. The mixture was treated with hydrogen gas at 45 psi. Upon completion of the reaction, the solution was filtered through Celite, and the filtrate concentrated under vacuum. The named product slowly crystallized upon standing (m.p. 93° C.–95° C.).